From a dataset of the Open Reaction Database (ORD), a public repository of structured organic reaction records. describe an organic reaction: reactants, conditions, products, and yield The reactants are NC[C@@H]1[C@H]2C[C@H]2CN1C(=O)C=1N=C(SC1C1=CC(=CC=C1)Cl)C (((1S,2S,5R)-2-Aminomethyl-3-aza-bicyclo[3.1.0]hex-3-yl)-[5-(3-chloro-phenyl)-2-methyl-thiazol-4-yl]-methanone), N1C=C(C2=CC=CC=C12)C(=O)O (1H-Indole-3-carboxylic acid). Product: ClC=1C=C(C=CC1)C1=C(N=C(S1)C)C(=O)N1[C@@H]([C@H]2C[C@H]2C1)CNC(=O)C1=CNC2=CC=CC=C12 (1H-Indole-3-carboxylic Acid{(1S,2S,5R)-3-[5-(3-chloro-phenyl)-2-methyl-thiazole-4-carbonyl]-3-aza-bicyclo[3.1.0]hex-2-ylmethyl}-amide). As a reaction SMILES: [NH2:1][CH2:2][C@H:3]1[N:8]([C:9]([C:11]2[N:12]=[C:13]([CH3:23])[S:14][C:15]=2[C:16]2[CH:21]=[CH:20][CH:19]=[C:18]([Cl:22])[CH:17]=2)=[O:10])[CH2:7][C@H:6]2[C@@H:4]1[CH2:5]2.[NH:24]1[C:32]2[C:27](=[CH:28][CH:29]=[CH:30][CH:31]=2)[C:26]([C:33](O)=[O:34])=[CH:25]1>>[Cl:22][C:18]1[CH:17]=[C:16]([C:15]2[S:14][C:13]([CH3:23])=[N:12][C:11]=2[C:9]([N:8]2[CH2:7][C@H:6]3[C@H:4]([CH2:5]3)[C@H:3]2[CH2:2][NH:1][C:33]([C:26]2[C:27]3[C:32](=[CH:31][CH:30]=[CH:29][CH:28]=3)[NH:24][CH:25]=2)=[O:34])=[O:10])[CH:21]=[CH:20][CH:19]=1. Procedure: prepared by reaction of ((1S,2S,5R)-2-Aminomethyl-3-aza-bicyclo[3.1.0]hex-3-yl)-[5-(3-chloro-phenyl)-2-methyl-thiazol-4-yl]-methanone with 1H-Indole-3-carboxylic acid. LC-MS (basic): tR=0.86 min; [M+H]+=491.2. Starting materials: CCc1cc(-c2ccc(S(=O)(=O)Cl)s2)c(C)[nH]c1=O, Cc1cncc(CN)n1. Yields the product CCc1cc(-c2ccc(S(=O)(=O)NCc3cncc(C)n3)s2)c(C)[nH]c1=O, Cl. As a reaction SMILES: [CH2:1]([CH3:2])[c:3]1[cH:4][c:5](-[c:11]2[cH:12][cH:13][c:14]([S:16](=[O:17])(=[O:18])[Cl:19])[s:15]2)[c:6]([CH3:10])[nH:7][c:8]1=[O:9].[CH3:20][c:21]1[cH:22][n:23][cH:24][c:25]([CH2:27][NH2:28])[n:26]1>>[CH2:1]([CH3:2])[c:3]1[cH:4][c:5](-[c:11]2[cH:12][cH:13][c:14]([S:16](=[O:17])(=[O:18])[NH:28][CH2:27][c:25]3[cH:24][n:23][cH:22][c:21]([CH3:20])[n:26]3)[s:15]2)[c:6]([CH3:10])[nH:7][c:8]1=[O:9].[ClH:19]. The reactants are CCOC(C)=O, CO, [H][H], COc1ccc(C=CC(=O)O)cc1O. Product: COc1ccc(CCC(=O)O)cc1O. As a reaction SMILES: [CH3:15][CH2:16][O:17][C:18]([CH3:19])=[O:20].[CH3:23][OH:24].[H:21][H:22].[OH:1][c:2]1[cH:3][c:4]([CH:10]=[CH:11][C:12](=[O:13])[OH:14])[cH:5][cH:6][c:7]1[O:8][CH3:9]>>[OH:1][c:2]1[cH:3][c:4]([CH2:10][CH2:11][C:12](=[O:13])[OH:14])[cH:5][cH:6][c:7]1[O:8][CH3:9]. Reactants: C[S+](C)(C)=O, CON(C)C(=O)C=Cc1cccc(Cl)c1, [H-], [I-], [Na+], CN(C)C=O. Product: CON(C)C(=O)C1CC1c1cccc(Cl)c1. RXN SMILES: [CH3:4][S+:5]([CH3:6])([CH3:7])=[O:8].[Cl:9][c:10]1[cH:11][c:12]([CH:16]=[CH:17][C:18](=[O:19])[N:20]([CH3:21])[O:22][CH3:23])[cH:13][cH:14][cH:15]1.[H-:2].[I-:3].[Na+:1].[O:24]=[CH:25][N:26]([CH3:27])[CH3:28]>>[CH2:4]1[CH:16]([c:12]2[cH:11][c:10]([Cl:9])[cH:15][cH:14][cH:13]2)[CH:17]1[C:18](=[O:19])[N:20]([CH3:21])[O:22][CH3:23]. The reactants are C(C)(C)(C)NNC1(CCCCCC1)C#N (1-t-butylhydrazo-1-cyanocycloheptane), BrBr (bromine), C(C)(C)(C)NNC(C)(C1CC1)C#N (1-t-butylhydrazo-1-cyano-1-cyclopropylethane). Reaction conditions: time 10 hour. Product: C(C)(C)(C)N=NC1(CCCCCC1)C#N (1-t-Butylazo-1-cyanocycloheptane). As a reaction SMILES: [C:1]([NH:5][NH:6][C:7]1([C:14]#[N:15])[CH2:13][CH2:12][CH2:11][CH2:10][CH2:9][CH2:8]1)([CH3:4])([CH3:3])[CH3:2].BrBr.C(NNC(C#N)(C1CC1)C)(C)(C)C>>[C:1]([N:5]=[N:6][C:7]1([C:14]#[N:15])[CH2:13][CH2:12][CH2:11][CH2:10][CH2:9][CH2:8]1)([CH3:4])([CH3:2])[CH3:3]. Procedure details: 1-t-Butylazo-1-cyanocycloheptane was prepared in 100% crude yield by oxidizing 1-t-butylhydrazo-1-cyanocycloheptane with bromine using the same procedure described in Example XIIIC for the oxidation of 1-t-butylhydrazo-1-cyano-1-cyclopropylethane. The crude product was chromatographed over alumina and the product eluted with pentane. The infrared spectrum of the purified product was consistent with the structure of the desired azo. The compound has a 10 hour half-life in trichlorobenzene at appr... Reactants: C(=C)N(C(C)=O)C (N-vinyl-N-methylacetamide), methyl, OC1=CC=C(C=C)C=C1 (p-hydroxystyrene), C(=C)N1C(CCC1)=O (N-vinyl-2-pyrrolidone), N-methyl, C(C)(=O)N(C)C(C)OC1=CC=C(C=C)C=C1 (p-[1-(N-acetyl-N-methylamino)ethoxy]styrene). Procedure details: The procedure in Example 1 was repeated except that 4.95 parts of N-vinyl-N-methylacetamide were used in place of N-vinyl-2-pyrrolidone to give a resin solution. The solid content of the resin solution measured by weight-loss on heating was 26.34% by weight. A broad peak at 2.7 ppm was confirmed by 1H-NMR [270 MHz, in (dimethylsulfoxide)-d6] and assigned to the N-methyl proton. From the ratio of integrated area for this methyl proton and that for the aromatic protons, it was confirmed that the r... As a reaction SMILES: C(N(C)C(=O)C)=C.C(N1CCCC1=O)=C.[OH:16][C:17]1[CH:24]=[CH:23][C:20]([CH:21]=[CH2:22])=[CH:19][CH:18]=1.[C:25]([N:28]([CH:30]([O:32][C:33]1[CH:40]=[CH:39][C:36]([CH:37]=[CH2:38])=[CH:35][CH:34]=1)[CH3:31])[CH3:29])(=[O:27])[CH3:26]>>[OH:16][C:17]1[CH:24]=[CH:23][C:20]([CH:21]=[CH2:22])=[CH:19][CH:18]=1.[C:25]([N:28]([CH:30]([O:32][C:33]1[CH:40]=[CH:39][C:36]([CH:37]=[CH2:38])=[CH:35][CH:34]=1)[CH3:31])[CH3:29])(=[O:27])[CH3:26] |f:4.5|. The product is OC1=CC=C(C=C)C=C1.C(C)(=O)N(C)C(C)OC1=CC=C(C=C)C=C1 (p-hydroxystyrene p-{1-(N-acetyl-N-methylamino)ethoxy}styrene). The reactants are O=C([O-])O, C=Cc1ccccc1, CCCCCCCCCCCC, [Mn+2], NC(N)=O, [Na+], O, OO, O=S(=O)([O-])[O-]. The product is c1ccc(C2CO2)cc1. As a reaction SMILES: [C:25](=[O:26])([OH:27])[O-:28].[CH2:1]=[CH:2][c:3]1[cH:4][cH:5][cH:6][cH:7][cH:8]1.[CH3:9][CH2:10][CH2:11][CH2:12][CH2:13][CH2:14][CH2:15][CH2:16][CH2:17][CH2:18][CH2:19][CH3:20].[Mn+2:38].[NH2:21][C:22]([NH2:23])=[O:24].[Na+:29].[OH2:32].[OH:30][OH:31].[S:33]([O-:34])([O-:35])(=[O:36])=[O:37]>>[CH2:1]1[CH:2]([c:3]2[cH:4][cH:5][cH:6][cH:7][cH:8]2)[O:24]1.